Dataset: the Open Reaction Database (ORD), a public repository of structured organic reaction records. Task: describe an organic reaction: reactants, conditions, products, and yield The solvent is C(C)O (ethanol). Procedure: To a solution of (3aR*,10aS*)-9-benzyl-4-(chloroacetyl)-2,3,3a,4,9,10a-hexahydrobenzo[b]-cyclopenta[e][1,4]diazepin-10(1H)-one (1.0 g, 2.7 mmol) and benzylamine (1.45 g, 13.6 mmol) in ethanol (30 mL) was added potassium carbonate (560 mg, 4.1 mmol), and the mixture was refluxed for 17 hours. The solvent was distilled off. To the residue was added water, which was subjected to extraction with dichloromethane. The extract was washed with water, dried and, then, the solvent was distilled off. The r... Reaction SMILES: [CH2:1]([N:8]1[C:14](=[O:15])[C@H:13]2[CH2:16][CH2:17][CH2:18][C@H:12]2[N:11]([C:19](=[O:22])[CH2:20]Cl)[C:10]2[CH:23]=[CH:24][CH:25]=[CH:26][C:9]1=2)[C:2]1[CH:7]=[CH:6][CH:5]=[CH:4][CH:3]=1.[CH2:27]([NH2:34])[C:28]1[CH:33]=[CH:32][CH:31]=[CH:30][CH:29]=1.C(=O)([O-])[O-].[K+].[K+]>C(O)C>[CH2:1]([N:8]1[C:14](=[O:15])[C@H:13]2[CH2:16][CH2:17][CH2:18][C@H:12]2[N:11]([C:19](=[O:22])[CH2:20][NH:34][CH2:27][C:28]2[CH:33]=[CH:32][CH:31]=[CH:30][CH:29]=2)[C:10]2[CH:23]=[CH:24][CH:25]=[CH:26][C:9]1=2)[C:2]1[CH:7]=[CH:6][CH:5]=[CH:4][CH:3]=1 |f:2.3.4|. The yield is 30.0%. The product is C(C1=CC=CC=C1)N1C2=C(N([C@H]3[C@@H](C1=O)CCC3)C(CNCC3=CC=CC=C3)=O)C=CC=C2 ((3aR*,10aS*)-9-Benzyl-4-((benzylamino)acetyl)-2,3,3a,4,9,10a-hexahydrobenzo[b]cyclopenta[e][1,4]-diazepin-10(1H)-one). Starting materials: C(C1=CC=CC=C1)N1C2=C(N([C@H]3[C@@H](C1=O)CCC3)C(CCl)=O)C=CC=C2 ((3aR*,10aS*)-9-benzyl-4-(chloroacetyl)-2,3,3a,4,9,10a-hexahydrobenzo[b]-cyclopenta[e][1,4]diazepin-10(1H)-one), C(C1=CC=CC=C1)N (benzylamine), C([O-])([O-])=O.[K+].[K+] (potassium carbonate). The reactants are C12(CC3CC(CC(C1)C3)C2)C(=O)O (1-adamantanecarboxylic acid), C([O-])([O-])=O.[Na+].[Na+] (sodium carbonate), ClC(C(=O)OCC)C(=O)C (ethyl 2-chloroacetoacetate). Solvent: CN(C)C=O (DMF), CN(C)C=O (DMF). Reaction conditions: temperature 80 celsius, time 10 hour. Yields the product C12(CC3CC(CC(C1)C3)C2)C(=O)OC(C(=O)OCC)C(=O)C (Ethyl 2-[(adamant-1-yl)carbonyloxy]acetoacetate). RXN SMILES: [C:1]12([C:11]([OH:13])=[O:12])[CH2:10][CH:5]3[CH2:6][CH:7]([CH2:9][CH:3]([CH2:4]3)[CH2:2]1)[CH2:8]2.C(=O)([O-])[O-].[Na+].[Na+].Cl[CH:21]([C:27]([CH3:29])=[O:28])[C:22]([O:24][CH2:25][CH3:26])=[O:23]>CN(C=O)C>[C:1]12([C:11]([O:13][CH:21]([C:27]([CH3:29])=[O:28])[C:22]([O:24][CH2:25][CH3:26])=[O:23])=[O:12])[CH2:10][CH:5]3[CH2:6][CH:7]([CH2:9][CH:3]([CH2:4]3)[CH2:2]1)[CH2:8]2 |f:1.2.3|. Reported procedure: 200 mmol of 1-adamantanecarboxylic acid are added to 100 mmol of sodium carbonate placed in 160 ml of DMF. The mixture is heated to 80° C. and then 200 mmol of ethyl 2-chloroacetoacetate in solution in 40 ml of DMF are added. The temperature and the stirring are maintained for three hours and then the mixture is left for 10 hours at room temperature. After evaporation of the DMF, the residue is taken up in 300 ml of water and 300 ml of ether. After extraction, drying and evaporation, the expecte... Reactants: BrC1=CC(=C(OCC(=O)OCC)C=C1)C(=O)C=1C=NN(C1)C1=CC=CC=C1 (ethyl [4-bromo-2-(1-phenyl-1H-pyrazole-4-carbonyl)phenoxy]acetate), C1(=CC=CC=C1)B(O)O (phenylboronic acid). The product is C1(=CC=CC=C1)N1N=CC(=C1)C(=O)C=1C=C(C=CC1OCC(=O)O)C1=CC=CC=C1 (3-(1-Phenyl-1H-pyrazole-4-carbonyl)biphenyl-4-yloxyacetic acid). As a reaction SMILES: Br[C:2]1[CH:14]=[CH:13][C:5]([O:6][CH2:7][C:8]([O:10]CC)=[O:9])=[C:4]([C:15]([C:17]2[CH:18]=[N:19][N:20]([C:22]3[CH:27]=[CH:26][CH:25]=[CH:24][CH:23]=3)[CH:21]=2)=[O:16])[CH:3]=1.[C:28]1(B(O)O)[CH:33]=[CH:32][CH:31]=[CH:30][CH:29]=1>>[C:22]1([N:20]2[CH:21]=[C:17]([C:15]([C:4]3[CH:3]=[C:2]([C:28]4[CH:33]=[CH:32][CH:31]=[CH:30][CH:29]=4)[CH:14]=[CH:13][C:5]=3[O:6][CH2:7][C:8]([OH:10])=[O:9])=[O:16])[CH:18]=[N:19]2)[CH:27]=[CH:26][CH:25]=[CH:24][CH:23]=1. Procedure: Prepared from ethyl [4-bromo-2-(1-phenyl-1H-pyrazole-4-carbonyl)phenoxy]acetate and phenylboronic acid according to GP4: LC/MS (an 10p8): Rt 1.05 min, m/z 398.6 [M−H]−; 1H NMR (CDCl3): δ 4.86 (s, 2H), 7.17 (d, J=8.6 Hz, 1H), 7.35-7.57 (m, 8H), 7.70-7.75 (m, 2H), 7.78 (dd, J=8.6, 2.3 Hz, 1H), 7.84 (d, J=2.3 Hz, 1H), 8.20 (s, 1H), 8.54 (s, 1H); 13C NMR (CDCl3): δ 67.7, 115.8, 120.1, 124.8, 127.1, 128.0, 128.3, 129.1, 129.3, 129.4, 129.9, 132.3, 136.2, 139.3, 139.3, 143.5, 155.8, 170.4, 189.3. Reactants: BrC1=CN=C2N1N=C(C=C2NC2=CC=C(C=C2)OCC)Cl (3-bromo-6-chloro-N-(4-ethoxyphenyl)imidazo[1,2-b]pyridazin-8-amine), 1b, CN(C)C=O (DMF). Reagents/catalysts: C=1C=CC(=CC1)[P](C=2C=CC=CC2)(C=3C=CC=CC3)[Pd]([P](C=4C=CC=CC4)(C=5C=CC=CC5)C=6C=CC=CC6)([P](C=7C=CC=CC7)(C=8C=CC=CC8)C=9C=CC=CC9)[P](C=1C=CC=CC1)(C=1C=CC=CC1)C=1C=CC=CC1 (Pd(PPh3)4), [C-]#N.[C-]#N.[Zn+2] (Zn(CN)2). Run in C(C)(=O)OCC (ethyl acetate). Run at temperature 200 celsius. Yields the product ClC=1C=C(C=2N(N1)C(=CN2)C#N)NC2=CC=C(C=C2)OCC (6-chloro-8-(4-ethoxyphenylamino)imidazo[1,2-b]pyridazine-3-carbonitrile). RXN SMILES: Br[C:2]1[N:6]2[N:7]=[C:8]([Cl:21])[CH:9]=[C:10]([NH:11][C:12]3[CH:17]=[CH:16][C:15]([O:18][CH2:19][CH3:20])=[CH:14][CH:13]=3)[C:5]2=[N:4][CH:3]=1.[CH3:22][N:23](C=O)C>C(OCC)(=O)C.C1C=CC([P]([Pd]([P](C2C=CC=CC=2)(C2C=CC=CC=2)C2C=CC=CC=2)([P](C2C=CC=CC=2)(C2C=CC=CC=2)C2C=CC=CC=2)[P](C2C=CC=CC=2)(C2C=CC=CC=2)C2C=CC=CC=2)(C2C=CC=CC=2)C2C=CC=CC=2)=CC=1.[C-]#N.[C-]#N.[Zn+2]>[Cl:21][C:8]1[CH:9]=[C:10]([NH:11][C:12]2[CH:17]=[CH:16][C:15]([O:18][CH2:19][CH3:20])=[CH:14][CH:13]=2)[C:5]2[N:6]([C:2]([C:22]#[N:23])=[CH:3][N:4]=2)[N:7]=1 |f:4.5.6,^1:36,38,57,76|. Procedure details: In a 5 ml microwave vial was added 3-bromo-6-chloro-N-(4-ethoxyphenyl)imidazo[1,2-b]pyridazin-8-amine (0.3 g, 0.8 mmol) from 1b, Pd(PPh3)4 (0.18 g, 0.16 mmol), Zn(CN)2 (0.47 g, 4.0 mmol) and DMF (3 ml). The reaction was heated via microwave for 25 min at 200° C. Upon cooling, the reaction mixture was diluted with ethyl acetate and filtered through a plug of celite. The solvent was removed in vacuo and the resulting material was purified by silica gel chromatography (ethyl acetate/heptane, 25 min...